This data is from the Open Reaction Database (ORD), a public repository of structured organic reaction records. The task is: describe an organic reaction: reactants, conditions, products, and yield The reactants are FC(C1(N(C(CC(C1)=C)C(=O)[O-])C=O)C(=O)OCC)F (Ethvl 2-difluoromethyl-l-formyl-4-methylene-2,6-piperidinedicarboxylate), O (water). Run in [OH-].[Na+] (sodium hydroxide), C(C)O (ethanol). Run at time 60 hour. The product is FC(C1(N(C(CC(C1)=C)C(=O)O)C=O)C(=O)O)F (2-(difluoromethyl)-1-formyl-4-methylene-2,6-piperidine dicarboxylic acid). The yield is 96.0%. RXN SMILES: [F:1][CH:2]([F:20])[C:3]1([C:15]([O:17]CC)=[O:16])[CH2:8][C:7](=[CH2:9])[CH2:6][CH:5]([C:10]([O-:12])=[O:11])[N:4]1[CH:13]=[O:14].O>[OH-].[Na+].C(O)C>[F:20][CH:2]([F:1])[C:3]1([C:15]([OH:17])=[O:16])[CH2:8][C:7](=[CH2:9])[CH2:6][CH:5]([C:10]([OH:12])=[O:11])[N:4]1[CH:13]=[O:14] |f:2.3|. Procedure: 0.68 ml of IN sodium hydroxide were added to a solution of 54 mg of the product of Step A in 4 ml of ethanol. The mixture was stirred at ambient temperature for 60 hours. 4 ml of water were added and the pH was neutralized to about 6 with Amberlyst 15 resin After filtering and evporating to dryness the residue was taken up in 8 ml of water and lyophilized to obtain 47 mg of the desired product in the form of its sodium salt. Reactants: O=P(O)(O)Cc1ccccc1, COc1ccc(Oc2ccnc3cc(OC)c(OC)cc23)c(C=O)c1, [H-], [Na+], C1CCOC1, O. Yields the product COc1ccc(Oc2ccnc3cc(OC)c(OC)cc23)c(C=Cc2ccccc2)c1. RXN SMILES: [CH2:3]([c:4]1[cH:5][cH:6][cH:7][cH:8][cH:9]1)[P:10](=[O:11])([OH:12])[OH:13].[CH3:14][O:15][c:16]1[cH:17][c:18]2[c:19]([O:28][c:29]3[c:30]([CH:31]=[O:32])[cH:33][c:34]([O:37][CH3:38])[cH:35][cH:36]3)[cH:20][cH:21][n:22][c:23]2[cH:24][c:25]1[O:26][CH3:27].[H-:1].[Na+:2].[O:40]1[CH2:41][CH2:42][CH2:43][CH2:44]1.[OH2:39]>>[CH:3]([c:4]1[cH:5][cH:6][cH:7][cH:8][cH:9]1)=[CH:31][c:30]1[c:29]([O:28][c:19]2[c:18]3[cH:17][c:16]([O:15][CH3:14])[c:25]([O:26][CH3:27])[cH:24][c:23]3[n:22][cH:21][cH:20]2)[cH:36][cH:35][c:34]([O:37][CH3:38])[cH:33]1.